This data is from the Open Reaction Database (ORD), a public repository of structured organic reaction records. The task is: describe an organic reaction: reactants, conditions, products, and yield Starting materials: CC(C)(C)[Si](C)(C)Cl, O=C(CCCC(O)c1ccc(F)cc1)N1C(=O)OCC1Cc1ccccc1, CN(C)C=O, Cl, c1c[nH]cn1. The product is CC(C)(C)[Si](C)(C)OC(CCCC(=O)N1C(=O)OCC1Cc1ccccc1)c1ccc(F)cc1. RXN SMILES: [C:33]([CH3:34])([CH3:35])([CH3:36])[Si:37]([CH3:38])([CH3:39])[Cl:40].[CH2:1]([c:2]1[cH:3][cH:4][cH:5][cH:6][cH:7]1)[CH:8]1[N:9]([C:14]([CH2:15][CH2:16][CH2:17][CH:18]([OH:19])[c:20]2[cH:21][cH:22][c:23]([F:26])[cH:24][cH:25]2)=[O:27])[C:10](=[O:13])[O:11][CH2:12]1.[CH3:42][N:43]([CH3:44])[CH:45]=[O:46].[ClH:41].[nH:28]1[cH:29][cH:30][n:31][cH:32]1>>[CH2:1]([c:2]1[cH:3][cH:4][cH:5][cH:6][cH:7]1)[CH:8]1[N:9]([C:14]([CH2:15][CH2:16][CH2:17][CH:18]([O:19][Si:37]([C:33]([CH3:34])([CH3:35])[CH3:36])([CH3:38])[CH3:39])[c:20]2[cH:21][cH:22][c:23]([F:26])[cH:24][cH:25]2)=[O:27])[C:10](=[O:13])[O:11][CH2:12]1. The product is CC1(CCC(N)=O)C(=O)CCC1=O. Reaction SMILES: [CH3:2][C:3]1([CH2:10][CH2:11][C:12]([O:14][CH3:13])=[O:15])[C:4](=[O:9])[CH2:5][CH2:6][C:7]1=[O:8].[NH3:1].[O:16]1[CH2:17][CH2:18][CH2:19][CH2:20]1>>[NH2:1][C:12]([CH2:11][CH2:10][C:3]1([CH3:2])[C:4](=[O:9])[CH2:5][CH2:6][C:7]1=[O:8])=[O:14]. Starting materials: COC(=O)CCC1(C)C(=O)CCC1=O, N, C1CCOC1. Starting materials: COCC#C (3-methoxyprop-1-yne), [Li]CCCC (BuLi), C(C1=CC=CC=C1)N([C@@H]1CC[C@H](CC1)C(=O)N(C)OC)CC1=CC=CC=C1 ((trans)-4-(Dibenzylamino)-N-methoxy-N-methylcyclohexanecarboxamide). Run in C1CCOC1 (THF), C1CCOC1 (THF). Reaction conditions: time 15 minute. Yields the product C(C1=CC=CC=C1)N([C@@H]1CC[C@H](CC1)C(C#CCOC)=O)CC1=CC=CC=C1 (1-((trans)-4-(Dibenzylamino)cyclohexyl)-4-methoxybut-2-yn-1-one). The yield is 97.5%. Reaction SMILES: [CH3:1][O:2][CH2:3][C:4]#[CH:5].[Li]CCCC.[CH2:11]([N:18]([CH2:31][C:32]1[CH:37]=[CH:36][CH:35]=[CH:34][CH:33]=1)[C@H:19]1[CH2:24][CH2:23][C@H:22]([C:25](N(OC)C)=[O:26])[CH2:21][CH2:20]1)[C:12]1[CH:17]=[CH:16][CH:15]=[CH:14][CH:13]=1>C1COCC1>[CH2:31]([N:18]([CH2:11][C:12]1[CH:17]=[CH:16][CH:15]=[CH:14][CH:13]=1)[C@H:19]1[CH2:20][CH2:21][C@H:22]([C:25](=[O:26])[C:5]#[C:4][CH2:3][O:2][CH3:1])[CH2:23][CH2:24]1)[C:32]1[CH:33]=[CH:34][CH:35]=[CH:36][CH:37]=1. Reported procedure: A stirred solution of 3-methoxyprop-1-yne (0.207 ml, 2.456 mmol) in THF (2 mL) was treated with BuLi (1.535 ml, 2.456 mmol) dropwise at −78° C. After stirring for 15 min, 13D (300 mg, 0.819 mmol) in THF (2 mL) was added and reaction mixture was warmed to room temperature over 30 min. The reaction was quenched with aq. HOAc and extracted with ethyl acetate (3×). The combined organics were washed with brine, dried over anhydrous magnesium sulphate and concentrated under reduced pressure. The resid... The reactants are NC=1SC=C(N1)C(C(=O)OCC)=O (ethyl 2-aminothiazol-4-ylglyoxylate), ClC1=CC=C(C=C1)N=C=O (p-chlorophenyl isocyanate). The solvent is CN(C=O)C (dimethylformamide). Yields the product ClC1=CC=C(C=C1)NC(NC=1SC=C(N1)C(C(=O)OCC)=O)=O (Ethyl 2-(3-p-chlorophenylureido)thiazol-4-ylglyoxylate). Reaction SMILES: [NH2:1][C:2]1[S:3][CH:4]=[C:5]([C:7](=[O:13])[C:8]([O:10][CH2:11][CH3:12])=[O:9])[N:6]=1.[Cl:14][C:15]1[CH:20]=[CH:19][C:18]([N:21]=[C:22]=[O:23])=[CH:17][CH:16]=1>CN(C)C=O>[Cl:14][C:15]1[CH:20]=[CH:19][C:18]([NH:21][C:22](=[O:23])[NH:1][C:2]2[S:3][CH:4]=[C:5]([C:7](=[O:13])[C:8]([O:10][CH2:11][CH3:12])=[O:9])[N:6]=2)=[CH:17][CH:16]=1. Reported procedure: Following a procedure similar to that described in Preparation 1, the desired compound was prepared from 10 g of ethyl 2-aminothiazol-4-ylglyoxylate, 8.6 g of p-chlorophenyl isocyanate and 100 ml of dimethylformamide. The resulting product was a yellow powder having the following physical properties. The reactants are ClC=1C=C2NC(C(N(C2=CC1[N+](=O)[O-])CC(CC)CC)=O)=O (6-chloro-1-(2-ethylbutyl)-7-nitro-2,3(1H,4H)-quinoxalinedione), C(=O)[O-].[NH4+] (ammonium formate). The reagents and catalysts are [Pd] (palladium/carbon). Procedure details: 36.0 g (0.112 mol) of 6-chloro-1-(2-ethylbutyl)-7-nitro-2,3(1H,4H)-quinoxalinedione were dissolved in 500 ml of isopropanol under nitrogen, and a solution of 70.6 g (1.12 mol) of ammonium formate in 100 ml of water was added. 3.5 g of palladium/carbon (10%) were added and the mixture was refluxed for 1 h. It was subsequently filtered, and the filtrate was concentrated under reduced pressure. The residue was partitioned between aqueous sodium bicarbonate solution and ether. The ether phase was se... The solvent is C(C)(C)O (isopropanol), O (water). RXN SMILES: Cl[C:2]1[CH:3]=[C:4]2[C:9](=[CH:10][C:11]=1[N+:12]([O-])=O)[N:8]([CH2:15][CH:16]([CH2:19][CH3:20])[CH2:17][CH3:18])[C:7](=[O:21])[C:6](=[O:22])[NH:5]2.C([O-])=O.[NH4+]>C(O)(C)C.O.[Pd]>[NH2:12][C:11]1[CH:10]=[C:9]2[C:4]([NH:5][C:6](=[O:22])[C:7](=[O:21])[N:8]2[CH2:15][CH:16]([CH2:17][CH3:18])[CH2:19][CH3:20])=[CH:3][CH:2]=1 |f:1.2|. Product: NC1=CC=C2NC(C(N(C2=C1)CC(CC)CC)=O)=O (7-Amino-1-(2-ethylbutyl)-2,3(1H,4H)-quinoxalinedione).